This data is from the Open Reaction Database (ORD), a public repository of structured organic reaction records. The task is: describe an organic reaction: reactants, conditions, products, and yield Starting materials: CC(=O)OCC1OC(OC(C)=O)C(OC(C)=O)C1OC(C)=O, O=[N+]([O-])c1ccc(OP(=O)([O-])Oc2ccc([N+](=O)[O-])cc2)cc1, c1ccccc1, COC(=O)c1nc[nH]n1. Yields the product COC(=O)c1ncn(C2OC(COC(C)=O)C(OC(C)=O)C2OC(C)=O)n1. RXN SMILES: [C:10]([O:11][CH:14]1[CH:15]([O:16][C:17]([CH3:18])=[O:19])[CH:20]([O:21][C:22]([CH3:23])=[O:24])[CH:25]([CH2:27][O:28][C:29]([CH3:30])=[O:31])[O:26]1)(=[O:12])[CH3:13].[P:32]([O-:33])([O:34][c:35]1[cH:36][cH:37][c:38]([N+:39]([O-:40])=[O:41])[cH:42][cH:43]1)([O:44][c:45]1[cH:46][cH:47][c:48]([N+:49]([O-:50])=[O:51])[cH:52][cH:53]1)=[O:54].[cH:55]1[cH:56][cH:57][cH:58][cH:59][cH:60]1.[nH:1]1[n:2][c:3]([C:6](=[O:7])[O:8][CH3:9])[n:4][cH:5]1>>[n:1]1([CH:14]2[CH:15]([O:16][C:17]([CH3:18])=[O:19])[CH:20]([O:21][C:22]([CH3:23])=[O:24])[CH:25]([CH2:27][O:28][C:29]([CH3:30])=[O:31])[O:26]2)[n:2][c:3]([C:6](=[O:7])[O:8][CH3:9])[n:4][cH:5]1. Reactants: C12C(C3CC(CC(C1)C3)C2)OC(=O)N2CCC3(CC2)CC(C2=CC=CC=C23)CC(=O)OC (2-adamantyl-3-(2-methoxy-2-oxoethyl)-2,3-dihydrospiro[indene-1,4′-piperidine]-1′-carboxylate), O[Li].O (LiOH.H2O). The solvent is CO (MeOH), O (water). Run at time 8 hour. Product: C12C(C3CC(CC(C1)C3)C2)OC(=O)N2CCC3(CC2)CC(C2=CC=CC=C23)CC(=O)O (2-(1′-((2-adamantyloxy)carbonyl)-2,3-dihydrospiro[indene-1,4′-piperidine]-3-yl)acetic acid). Isolated yield 48.0%. As a reaction SMILES: [CH:1]12[CH2:10][CH:5]3[CH2:6][CH:7]([CH2:9][CH:3]([CH2:4]3)[CH:2]1[O:11][C:12]([N:14]1[CH2:19][CH2:18][C:17]3([C:27]4[C:22](=[CH:23][CH:24]=[CH:25][CH:26]=4)[CH:21]([CH2:28][C:29]([O:31]C)=[O:30])[CH2:20]3)[CH2:16][CH2:15]1)=[O:13])[CH2:8]2.O[Li].O>CO.O>[CH:1]12[CH2:10][CH:5]3[CH2:6][CH:7]([CH2:9][CH:3]([CH2:4]3)[CH:2]1[O:11][C:12]([N:14]1[CH2:15][CH2:16][C:17]3([C:27]4[C:22](=[CH:23][CH:24]=[CH:25][CH:26]=4)[CH:21]([CH2:28][C:29]([OH:31])=[O:30])[CH2:20]3)[CH2:18][CH2:19]1)=[O:13])[CH2:8]2 |f:1.2|. Procedure: 2-adamantyl-3-(2-methoxy-2-oxoethyl)-2,3-dihydrospiro[indene-1,4′-piperidine]-1′-carboxylate (26 mg, 0.06 mmol) was dissolved in MeOH (1 mL) in an ice-water bath. A solution of LiOH.H2O (4.99 mg, 0.119 mmol) in water (0.2 mL) was added dropwise and the mixture was stirred for 8 h at rt. LC-MS showed that the starting material was consumed completely. The mixture was evaporated to give a residue, which was purified by preparative HPLC to afford 2-(1′-((2-adamantyloxy)carbonyl)-2,3-dihydrospiro[in... The reactants are [OH-].[Na+] (NaOH), C(CCCC)O (1-pentanol), C(Cl)C1CO1 (epichlorohydrin), C(Cl)C1CO1 (epichlorohydrin), O (water). Reagents/catalysts: S(=O)(=O)(O)[O-].C(CCC)[N+](CCCC)(CCCC)CCCC (tetrabutylammonium hydrogen sulfate), [Hg] (mercury). Solvent: hexanes, CCCCCC (n-hexane). Run at time 1 hour. The product is C(CCCC)OCC(CO)O (3(pentyloxy)-1,2-propanediol). As a reaction SMILES: [OH2:1].[OH-].[Na+].[CH2:4]([OH:9])[CH2:5][CH2:6][CH2:7][CH3:8].[CH2:10]([CH:12]1[O:14][CH2:13]1)Cl>S([O-])(O)(=O)=O.C([N+](CCCC)(CCCC)CCCC)CCC.[Hg].CCCCCC>[CH2:4]([O:9][CH2:10][CH:12]([OH:14])[CH2:13][OH:1])[CH2:5][CH2:6][CH2:7][CH3:8] |f:1.2,5.6|. Procedure details: A 3-neck, 2-liter round bottomed reaction flask (equipped with overhead stirrer, cold water condenser, mercury thermometer and addition funnel) are charged with about 546 g of aqueous NaOH (about 50% concentration) and about 38.5 g of tetrabutylammonium hydrogen sulfate (PTC, phase transfer catalyst). The content of the flask is stirred to achieve dissolution and then about 200 g of 1-pentanol is added along with about 400 ml hexanes (a mixture of isomers, with about 85% n-hexane). Into the addi...